Task: describe an organic reaction: reactants, conditions, products, and yield. Dataset: the Open Reaction Database (ORD), a public repository of structured organic reaction records The reactants are [Cl-].[Cl-].[Cl-].[Al+3] (aluminum trichloride), ClC=1C(=C(C=CC1)Cl)Cl (trichlorobenzene). Solvent: C(=O)O (formic acid). Product: ClC1=CC(=CC(=C1)Cl)Cl (1,3,5-trichlorobenzene). As a reaction SMILES: [Cl-:1].[Cl-].[Cl-].[Al+3].[Cl:5][C:6]1[C:7](Cl)=[C:8]([Cl:12])[CH:9]=[CH:10][CH:11]=1>C(O)=O>[Cl:12][C:8]1[CH:9]=[C:10]([Cl:1])[CH:11]=[C:6]([Cl:5])[CH:7]=1 |f:0.1.2.3|. Procedure: To carry out the process according to the invention, the formic acid and the aluminum trichloride are added to the trichlorobenzene which has initially been introduced, and the mixture in the reactor is warmed to the desired temperature in the absence of moisture. The reaction mixture is worked up by filtering it off from the catalyst, washing the residue neutral with water, and distilling the filtrate in the customary manner to isolate the pure 1,3,5-trichlorobenzene. The non- isomerized trichl... Starting materials: BrC1=CSC2=C(N=CC=C21)CBr (3-bromo-7-bromomethylthieno[2, 3-c]pyridine), SC=1NC2=C(N1)C=CC=C2 (2-mercaptobenzimidazole), C(=O)([O-])[O-].[K+].[K+] (K2CO3), CN(C)C=O (DMF). The solvent is O (Water). Conditions: time 1 hour. Product: BrC1=CSC2=C(N=CC=C21)CSC=2NC1=C(N2)C=CC=C1 (2-[(3-bromothieno[2, 3-c]pyridin-7-yl)methylthio]benzimidazole). The yield is 94.4%. As a reaction SMILES: [Br:1][C:2]1[C:10]2[C:5](=[C:6]([CH2:11]Br)[N:7]=[CH:8][CH:9]=2)[S:4][CH:3]=1.[SH:13][C:14]1[NH:15][C:16]2[CH:22]=[CH:21][CH:20]=[CH:19][C:17]=2[N:18]=1.C([O-])([O-])=O.[K+].[K+].CN(C=O)C>O>[Br:1][C:2]1[C:10]2[C:5](=[C:6]([CH2:11][S:13][C:14]3[NH:15][C:16]4[CH:22]=[CH:21][CH:20]=[CH:19][C:17]=4[N:18]=3)[N:7]=[CH:8][CH:9]=2)[S:4][CH:3]=1 |f:2.3.4|. Reported procedure: A mixture of 158 mg (0.515 mmol) of 3-bromo-7-bromomethylthieno[2, 3-c]pyridine (i-1), 85 mg (1.1 equivalents) of 2-mercaptobenzimidazole, 284 mg (4 equivalents) of anhydrous K2CO3 and 4 ml of anhydrous DMF was stirred for 1 hr. at room temperature. Water was added to the mixture, and crystals separated out. The crystals collected by filtration were dried, whereby 183 mg (94.5%) of 2-[(3-bromothieno[2, 3-c]pyridin-7-yl)methylthio]benzimidazole (Ia-6) was obtained as an objective compound. Starting materials: NC1=CC(=NN1CC1=CC=CC=C1)CN(CCCC)CCCC (5-amino-3-[(dibutylamino)methyl]-1-(phenylmethyl)-1H-pyrazole), C(C)(C)C1=C(C(=CC=C1)C(C)C)N=C=O (2,6-diisopropylphenylisocyanate), cuprous iodide. Solvent: C(C)#N (acetonitrile). Reaction conditions: temperature 25 celsius. Yields the product CC(C)C1=C(C(=CC=C1)C(C)C)NC(=O)NC1=CC(=NN1CC1=CC=CC=C1)CN(CCCC)CCCC (N-[2,6-bis(1-methylethyl)phenyl]-N'-[3-[(dibutylamino)methyl]-1-(phenylmethyl)-1H-pyrazol-5-yl]urea). The yield is 35.1%. As a reaction SMILES: [NH2:1][C:2]1[N:6]([CH2:7][C:8]2[CH:13]=[CH:12][CH:11]=[CH:10][CH:9]=2)[N:5]=[C:4]([CH2:14][N:15]([CH2:20][CH2:21][CH2:22][CH3:23])[CH2:16][CH2:17][CH2:18][CH3:19])[CH:3]=1.[CH:24]([C:27]1[CH:32]=[CH:31][CH:30]=[C:29]([CH:33]([CH3:35])[CH3:34])[C:28]=1[N:36]=[C:37]=[O:38])([CH3:26])[CH3:25]>C(#N)C>[CH3:26][CH:24]([C:27]1[CH:32]=[CH:31][CH:30]=[C:29]([CH:33]([CH3:34])[CH3:35])[C:28]=1[NH:36][C:37]([NH:1][C:2]1[N:6]([CH2:7][C:8]2[CH:13]=[CH:12][CH:11]=[CH:10][CH:9]=2)[N:5]=[C:4]([CH2:14][N:15]([CH2:20][CH2:21][CH2:22][CH3:23])[CH2:16][CH2:17][CH2:18][CH3:19])[CH:3]=1)=[O:38])[CH3:25]. Procedure: A solution of 5-amino-3-[(dibutylamino)methyl]-1-(phenylmethyl)-1H-pyrazole (0.70 g, 2.2 mmol), 2,6-diisopropylphenylisocyanate (0.48 mL, 2.2 mmol), and cuprous iodide (cat) in acetonitrile was heated to reflux for 16 hours. The resulting solution was cooled (25° C.), concentrated in vacuo, and chromatographed on silica (90:10 hexane:ethyl acetate). The product containing fractions were combined and concentrated in vacuo. The resulting oil was crystallized from hexane to yield 0.40 g (34.7%) of ...